Dataset: the Open Reaction Database (ORD), a public repository of structured organic reaction records. Task: describe an organic reaction: reactants, conditions, products, and yield Reactants: C(C#CCC#CCC#CCCCCCCCC)O (2,5,8-heptadecatriyn-1-ol), P(Br)(Br)Br (phosphorus tribromide). The reagents and catalysts are N1=CC=CC=C1 (pyridine). Run in C(C)OCC (ethyl ether). Yields the product BrCC#CCC#CCC#CCCCCCCCC (1-bromo-2,5,8-heptadecatriyne). Reaction SMILES: [CH2:1](O)[C:2]#[C:3][CH2:4][C:5]#[C:6][CH2:7][C:8]#[C:9][CH2:10][CH2:11][CH2:12][CH2:13][CH2:14][CH2:15][CH2:16][CH3:17].P(Br)(Br)[Br:20]>N1C=CC=CC=1.C(OCC)C>[Br:20][CH2:1][C:2]#[C:3][CH2:4][C:5]#[C:6][CH2:7][C:8]#[C:9][CH2:10][CH2:11][CH2:12][CH2:13][CH2:14][CH2:15][CH2:16][CH3:17]. Reported procedure: A mixture of 5 g of 2,5,8-heptadecatriyn-1-ol, one drop of pyridine and 2 g of phosphorus tribromide in 20 cm3 of ethyl ether is heated under reflux for 3 hours. The ether phase is then washed initially with sodium bicarbonate and then with water, and then dried over magnesium sulphate.